The task is: describe an organic reaction: reactants, conditions, products, and yield. This data is from the Open Reaction Database (ORD), a public repository of structured organic reaction records. Yields the product CS(=O)(=O)OCCOCc1ccc(Cl)cc1. As a reaction SMILES: [CH3:1][S:2]([Cl:3])(=[O:4])=[O:5].[Cl:19][CH2:20][Cl:21].[Cl:6][c:7]1[cH:8][cH:9][c:10]([CH2:11][O:12][CH2:13][CH2:14][OH:15])[cH:16][cH:17]1.[OH2:18]>>[CH3:1][S:2](=[O:4])(=[O:5])[O:15][CH2:14][CH2:13][O:12][CH2:11][c:10]1[cH:9][cH:8][c:7]([Cl:6])[cH:17][cH:16]1. Starting materials: CS(=O)(=O)Cl, ClCCl, OCCOCc1ccc(Cl)cc1, O. Starting materials: NC1=CC=C(C=C1)S(=O)(=O)N(CC(C)C)[C@@H](CCCCN)CO ((1S)-4-Amino-N-(5-amino-1-hydroxymethyl-pentyl)-N-isobutyl-benzenesulfonamide), COC(=O)N[C@H](C(=O)O)C(C1=CC=CC=C1)C1=CC=CC=C1 ((2S)-2-methoxycarbonylamino-3,3-diphenyl-propionic acid). The product is COC(N[C@@H](C(C1=CC=CC=C1)C1=CC=CC=C1)C(NCCCC[C@@H](CO)N(CC(C)C)S(=O)(=O)C1=CC=C(C=C1)N)=O)=O ((1S,5S)-(1-{5-[(4-Amino-benzenesulfonyl)-isobutyl-amino]-6-hydroxy-hexylcarbamoyl}-2,2-diphenyl-ethyl)-carbamic Acid Methyl Ester). Reaction SMILES: [NH2:1][C:2]1[CH:7]=[CH:6][C:5]([S:8]([N:11]([C@H:16]([CH2:22][OH:23])[CH2:17][CH2:18][CH2:19][CH2:20][NH2:21])[CH2:12][CH:13]([CH3:15])[CH3:14])(=[O:10])=[O:9])=[CH:4][CH:3]=1.[CH3:24][O:25][C:26]([NH:28][C@@H:29]([CH:33]([C:40]1[CH:45]=[CH:44][CH:43]=[CH:42][CH:41]=1)[C:34]1[CH:39]=[CH:38][CH:37]=[CH:36][CH:35]=1)[C:30](O)=[O:31])=[O:27]>>[CH3:24][O:25][C:26](=[O:27])[NH:28][C@H:29]([C:30](=[O:31])[NH:21][CH2:20][CH2:19][CH2:18][CH2:17][C@H:16]([N:11]([S:8]([C:5]1[CH:6]=[CH:7][C:2]([NH2:1])=[CH:3][CH:4]=1)(=[O:10])=[O:9])[CH2:12][CH:13]([CH3:15])[CH3:14])[CH2:22][OH:23])[CH:33]([C:40]1[CH:45]=[CH:44][CH:43]=[CH:42][CH:41]=1)[C:34]1[CH:39]=[CH:38][CH:37]=[CH:36][CH:35]=1. Procedure details: The title compound was prepared from (1S)-4-amino-N-(5-amino-1-hydroxymethyl-pentyl)-N-isobutyl-benzenesulfonamide (XII) (example 28, step D) as described in general procedure B using (2S)-2-methoxycarbonylamino-3,3-diphenyl-propionic acid (step A). The final product was obtained in 67% yield (121 mg). The reactants are BrB(Br)Br, O=C([O-])O, CCCCCCC, CCCc1cc(Oc2ccc(Cl)cc2)ccc1-c1noc2ccc(OC)cc12, ClCCl, [Na+]. Yields the product CCCc1cc(Oc2ccc(Cl)cc2)ccc1-c1noc2ccc(O)cc12. RXN SMILES: [B:29]([Br:30])([Br:31])[Br:32].[C:40](=[O:41])([OH:42])[O-:43].[CH3:33][CH2:34][CH2:35][CH2:36][CH2:37][CH2:38][CH3:39].[Cl:1][c:2]1[cH:3][cH:4][c:5]([O:6][c:7]2[cH:8][c:9]([CH2:24][CH2:25][CH3:26])[c:10](-[c:13]3[n:14][o:15][c:16]4[c:17]3[cH:18][c:19]([O:22][CH3:23])[cH:20][cH:21]4)[cH:11][cH:12]2)[cH:27][cH:28]1.[Cl:45][CH2:46][Cl:47].[Na+:44]>>[Cl:1][c:2]1[cH:3][cH:4][c:5]([O:6][c:7]2[cH:8][c:9]([CH2:24][CH2:25][CH3:26])[c:10](-[c:13]3[n:14][o:15][c:16]4[c:17]3[cH:18][c:19]([OH:22])[cH:20][cH:21]4)[cH:11][cH:12]2)[cH:27][cH:28]1. Reactants: CSCc1cccc2c(C(CCOS(C)(=O)=O)c3ccc(F)cc3C)c[nH]c12, N#C[K], CN(C)C=O. The product is CSCc1cccc2c(C(CCC#N)c3ccc(F)cc3C)c[nH]c12. RXN SMILES: [CH3:4][S:5]([O:6][CH2:9][CH2:10][CH:11]([c:12]1[cH:13][nH:14][c:15]2[c:16]([CH2:21][S:22][CH3:23])[cH:17][cH:18][cH:19][c:20]12)[c:24]1[c:25]([CH3:31])[cH:26][c:27]([F:30])[cH:28][cH:29]1)(=[O:7])=[O:8].[K:1][C:2]#[N:3].[O:32]=[CH:33][N:34]([CH3:35])[CH3:36]>>[C:2](#[N:3])[CH2:9][CH2:10][CH:11]([c:12]1[cH:13][nH:14][c:15]2[c:16]([CH2:21][S:22][CH3:23])[cH:17][cH:18][cH:19][c:20]12)[c:24]1[c:25]([CH3:31])[cH:26][c:27]([F:30])[cH:28][cH:29]1. Reactants: BrBr (bromine), NC1=NC=C(N=C1)C (2-amino-5-methylpyrazine). Solvent: C(Cl)(Cl)Cl (chloroform), C(Cl)(Cl)Cl (chloroform). Reaction conditions: time 90 minute. The product is NC1=NC=C(N=C1Br)C (2-amino-3-bromo-5-methylpyrazine). As a reaction SMILES: [Br:1]Br.[NH2:3][C:4]1[CH:9]=[N:8][C:7]([CH3:10])=[CH:6][N:5]=1>C(Cl)(Cl)Cl>[NH2:3][C:4]1[C:9]([Br:1])=[N:8][C:7]([CH3:10])=[CH:6][N:5]=1. Reported procedure: A solution of bromine (0.11 ml) in chloroform (20 ml) was added dropwise over 20 minutes to a solution of 2-amino-5-methylpyrazine (0.218 g) in chloroform (30 ml) which was protected from light. The reaction mixture was stirred for 90 minutes after addition was complete and was then washed with water (50 ml). The organic phase was dried (MgSO4) and volatile material was removed by evaporation to give a yellow oil. The oil was purified by elution with dichloromethane through a silica gel Mega Bon... Starting materials: S (hydrogen sulfide), stainless steel, S (hydrogen sulfide), C(C1=CC=C(C=C1)OC)C(C(CC(=O)C1=CC=C(C=C1)Cl)CC1=CC=C(C=C1)OC)=O (1,2-di-p-anisyl-4-p-chlorophenylbutane-1,4-dione), P12(=S)SP3(=S)SP(=S)(S1)SP(=S)(S2)S3 (phosphorus pentasulfide), [OH-].[Na+] (sodium hydroxide). Solvent: C=1(C(=CC=CC1)C)C (xylene). Product: C(C1=CC=C(C=C1)OC)C=1SC(=CC1CC1=CC=C(C=C1)OC)C1=CC=C(C=C1)Cl (2,3-di-p-anisyl-5-p-chlorophenylthiophene). Yield: 153.3%. Reaction SMILES: [CH2:1]([C:10](=O)[CH:11]([CH2:22][C:23]1[CH:28]=[CH:27][C:26]([O:29][CH3:30])=[CH:25][CH:24]=1)[CH2:12][C:13]([C:15]1[CH:20]=[CH:19][C:18]([Cl:21])=[CH:17][CH:16]=1)=O)[C:2]1[CH:7]=[CH:6][C:5]([O:8][CH3:9])=[CH:4][CH:3]=1.P12(SP3(SP(SP(S3)(S1)=S)(=S)S2)=S)=[S:33].S.[OH-].[Na+]>C1(C)C(C)=CC=CC=1>[CH2:1]([C:10]1[S:33][C:13]([C:15]2[CH:20]=[CH:19][C:18]([Cl:21])=[CH:17][CH:16]=2)=[CH:12][C:11]=1[CH2:22][C:23]1[CH:28]=[CH:27][C:26]([O:29][CH3:30])=[CH:25][CH:24]=1)[C:2]1[CH:7]=[CH:6][C:5]([O:8][CH3:9])=[CH:4][CH:3]=1 |f:3.4|. Reported procedure: In a 1-liter stainless steel autoclave equipped with stirrer were placed 54.5 g (0.133 mole) of 1,2-di-p-anisyl-4-p-chlorophenylbutane-1,4-dione, 100 ml of xylene and 30 g (0.0675 mole) of phosphorus pentasulfide. The autoclave was cooled with a Dry Ice-acetone bath and 130 g (3.81 moles) of hydrogen sulfide was distilled into the autoclave. The vessel was stirred and heated for three hours at 162°-168° C. (1220-1290 psig). After cooling to room temperature the hydrogen sulfide was vented into a... Starting materials: CCC(NC(=O)c1cncc2c1cnn2-c1ccc(F)cc1)c1ccnc(C(C)=O)c1, C1CCOC1, [Li]C, CCOCC. Product: CCC(NC(=O)c1cncc2c1cnn2-c1ccc(F)cc1)c1ccnc(C(C)(C)O)c1. As a reaction SMILES: [C:1]([CH3:2])(=[O:3])[c:4]1[n:5][cH:6][cH:7][c:8]([CH:10]([CH2:11][CH3:12])[NH:13][C:14](=[O:15])[c:16]2[c:17]3[c:18]([cH:19][n:20][cH:21]2)[n:22](-[c:25]2[cH:26][cH:27][c:28]([F:31])[cH:29][cH:30]2)[n:23][cH:24]3)[cH:9]1.[CH2:34]1[O:35][CH2:36][CH2:37][CH2:38]1.[CH3:32][Li:33].[CH3:39][CH2:40][O:41][CH2:42][CH3:43]>>[C:1]([CH3:2])([OH:3])([c:4]1[n:5][cH:6][cH:7][c:8]([CH:10]([CH2:11][CH3:12])[NH:13][C:14](=[O:15])[c:16]2[c:17]3[c:18]([cH:19][n:20][cH:21]2)[n:22](-[c:25]2[cH:26][cH:27][c:28]([F:31])[cH:29][cH:30]2)[n:23][cH:24]3)[cH:9]1)[CH3:32]. The reactants are C=CC(=O)OC(C)(C)C, CC(NCc1ccccc1)c1ccccc1, C1CCOC1. Product: CC(c1ccccc1)N(CCC(=O)OC(C)(C)C)Cc1ccccc1. As a reaction SMILES: [C:17]([CH:18]=[CH2:19])(=[O:20])[O:21][C:22]([CH3:23])([CH3:24])[CH3:25].[CH2:1]([c:2]1[cH:3][cH:4][cH:5][cH:6][cH:7]1)[NH:8][CH:9]([CH3:10])[c:11]1[cH:12][cH:13][cH:14][cH:15][cH:16]1.[CH2:26]1[O:27][CH2:28][CH2:29][CH2:30]1>>[CH2:1]([c:2]1[cH:3][cH:4][cH:5][cH:6][cH:7]1)[N:8]([CH:9]([CH3:10])[c:11]1[cH:12][cH:13][cH:14][cH:15][cH:16]1)[CH2:19][CH2:18][C:17](=[O:20])[O:21][C:22]([CH3:23])([CH3:24])[CH3:25]. Reactants: O=C(Oc1ccccc1)Oc1ccccc1, CN(C)C=O, [H-], Cn1cc(Cl)nc(N)c1=O, [Na+]. Product: Cn1cc(Cl)nc(NC(=O)Oc2ccccc2)c1=O. RXN SMILES: [C:1]([O:2][c:3]1[cH:4][cH:5][cH:6][cH:7][cH:8]1)([O:9][c:10]1[cH:11][cH:12][cH:13][cH:14][cH:15]1)=[O:16].[CH3:29][N:30]([CH3:31])[CH:32]=[O:33].[H-:17].[NH2:19][c:20]1[c:21](=[O:28])[n:22]([CH3:27])[cH:23][c:24]([Cl:26])[n:25]1.[Na+:18]>>[C:1]([O:9][c:10]1[cH:11][cH:12][cH:13][cH:14][cH:15]1)(=[O:16])[NH:19][c:20]1[c:21](=[O:28])[n:22]([CH3:27])[cH:23][c:24]([Cl:26])[n:25]1. The reactants are C1(=CC=CC=C1)S(=O)(=O)C=CC=1C=C2C(=CNC2=CC1)C[C@@H]1N(CCC1)C ((R)-5-(2benzenesulfonylethenyl)-3-(N-methylpyrrolidin-2-ylmethyl)-1H-indole), CS(=O)(=O)O (methanesulfonic acid), [H][H] (hydrogen). The reagents and catalysts are [Pd] (palladium on carbon). The solvent is CC(=O)C (acetone). Yields the product C1(=CC=CC=C1)S(=O)(=O)CCC=1C=C2C(=CNC2=CC1)C[C@@H]1N(CCC1)C ((R)-5-(2-Phenylsulfonylethyl)-3-(N-methylpyrrolidin-2-ylmethyl)-1H-indole). Yield: 73.4%. Reaction SMILES: [C:1]1([S:7]([CH:10]=[CH:11][C:12]2[CH:13]=[C:14]3[C:18](=[CH:19][CH:20]=2)[NH:17][CH:16]=[C:15]3[CH2:21][C@H:22]2[CH2:26][CH2:25][CH2:24][N:23]2[CH3:27])(=[O:9])=[O:8])[CH:6]=[CH:5][CH:4]=[CH:3][CH:2]=1.CS(O)(=O)=O.[H][H]>CC(C)=O.[Pd]>[C:1]1([S:7]([CH2:10][CH2:11][C:12]2[CH:13]=[C:14]3[C:18](=[CH:19][CH:20]=2)[NH:17][CH:16]=[C:15]3[CH2:21][C@H:22]2[CH2:26][CH2:25][CH2:24][N:23]2[CH3:27])(=[O:9])=[O:8])[CH:2]=[CH:3][CH:4]=[CH:5][CH:6]=1. Procedure details: A stirred solution of (R)-5-(2benzenesulfonylethenyl)-3-(N-methylpyrrolidin-2-ylmethyl)-1H-indole (34.0 g) in acetone (200 mL) was treated with methanesulfonic acid (8.5871 g) then 5% palladium on carbon (50% wet) (34.0 g) added and the mixture exposed to hydrogen (50 psi) at ambient temperature. When conversion was judged to be complete the mixture was filtered (washing with acetone--85 mL--and mixed acetone/water--81 mL/4 mL). The combined filtrate and washings were diluted with water (800 mL)...